Task: describe an organic reaction: reactants, conditions, products, and yield. Dataset: the Open Reaction Database (ORD), a public repository of structured organic reaction records Starting materials: [I-].C[S+](=O)(C)C (trimethylsulfoxonium iodide), [OH-].[K+] (KOH), BrC1=CC(=C(C=C1)C=1C(NC(C1)=O)=O)F (3-(4-bromo-2-fluoro-phenyl)-pyrrole-2,5-dione). The solvent is CS(=O)C (DMSO). Run at time 30 minute. The product is BrC1=CC(=C(C=C1)C12C(NC(C2C1)=O)=O)F (1-(4-Bromo-2-fluoro-phenyl)-3-aza-bicyclo[3.1.0]hexane-2,4-dione). Reaction SMILES: [I-].[CH3:2][S+](C)(C)=O.[OH-].[K+].[Br:9][C:10]1[CH:15]=[CH:14][C:13]([C:16]2[C:17](=[O:22])[NH:18][C:19](=[O:21])[CH:20]=2)=[C:12]([F:23])[CH:11]=1>CS(C)=O>[Br:9][C:10]1[CH:15]=[CH:14][C:13]([C:16]23[CH2:2][CH:20]2[C:19](=[O:21])[NH:18][C:17]3=[O:22])=[C:12]([F:23])[CH:11]=1 |f:0.1,2.3|. Procedure details: To a solution of trimethylsulfoxonium iodide (3.18 g, 14.5 mmol) in DMSO (15 mL) was added KOH (1.08 g, 19.3 mmol) at r.t. The reaction mixture was stirred at r.t. for 30 min followed by addition of 3-(4-bromo-2-fluoro-phenyl)-pyrrole-2,5-dione (2.60 g, 9.6 mmol). The reaction mixture was stirred at r.t. and progress of the reaction was monitored by TLC. On completion, the reaction mixture was quenched with saturated NH4Cl (10 mL) and extracted with ethyl acetate (2×20 mL). The organic layer was... Reported procedure: 1.29 g of N-[6-(3-[4-(diphenylmethoxy)piperidino]propylamino)[1,2,4]triazolo[4,3-b]pyridazine-3-carbonyl]glycine ethyl ester was dissolved in 10 ml of ethanol; 4.5 ml of a 1 N aqueous solution of sodium hydroxide was added, followed by stirring at room temperature for 30 minutes. The ethanol was distilled off under reduced pressure; the reaction mixture was adjusted to pH 4.5 using 1 N hydrochloric acid. The precipitated crystal was collected by filtration, washed with water and acetone, and dri... Yield: 67.7%. The product is C1(=CC=CC=C1)C(OC1CCN(CC1)CCCNC=1C=CC=2N(N1)C(=NN2)C(=O)NCC(=O)O)C2=CC=CC=C2 (N-[6-[3-[4-(Diphenylmethoxy)piperidino]propylamino][1,2,4]triazolo[4,3-b]pyridazine-3-carbonyl]glycine). Conditions: time 30 minute. The solvent is C(C)O (ethanol). As a reaction SMILES: C([O:3][C:4](=[O:42])[CH2:5][NH:6][C:7]([C:9]1[N:13]2[N:14]=[C:15]([NH:18][CH2:19][CH2:20][CH2:21][N:22]3[CH2:27][CH2:26][CH:25]([O:28][CH:29]([C:36]4[CH:41]=[CH:40][CH:39]=[CH:38][CH:37]=4)[C:30]4[CH:35]=[CH:34][CH:33]=[CH:32][CH:31]=4)[CH2:24][CH2:23]3)[CH:16]=[CH:17][C:12]2=[N:11][N:10]=1)=[O:8])C.[OH-].[Na+]>C(O)C>[C:36]1([CH:29]([C:30]2[CH:35]=[CH:34][CH:33]=[CH:32][CH:31]=2)[O:28][CH:25]2[CH2:24][CH2:23][N:22]([CH2:21][CH2:20][CH2:19][NH:18][C:15]3[CH:16]=[CH:17][C:12]4[N:13]([C:9]([C:7]([NH:6][CH2:5][C:4]([OH:42])=[O:3])=[O:8])=[N:10][N:11]=4)[N:14]=3)[CH2:27][CH2:26]2)[CH:41]=[CH:40][CH:39]=[CH:38][CH:37]=1 |f:1.2|. The reactants are aqueous solution, [OH-].[Na+] (sodium hydroxide), C(C)OC(CNC(=O)C1=NN=C2N1N=C(C=C2)NCCCN2CCC(CC2)OC(C2=CC=CC=C2)C2=CC=CC=C2)=O (N-[6-(3-[4-(diphenylmethoxy)piperidino]propylamino)[1,2,4]triazolo[4,3-b]pyridazine-3-carbonyl]glycine ethyl ester). Product: CN(C1CCNCC1)C1CCOC1. The reactants are CN(C1CCN(C(=O)OC(C)(C)C)CC1)C1CCOC1, ClCCl, O=C(O)C(F)(F)F. Reaction SMILES: [C:1]([O:2][C:3](=[O:4])[N:8]1[CH2:9][CH2:10][CH:11]([N:14]([CH:15]2[CH2:16][O:17][CH2:18][CH2:19]2)[CH3:20])[CH2:12][CH2:13]1)([CH3:5])([CH3:6])[CH3:7].[Cl:28][CH2:29][Cl:30].[F:21][C:22]([F:23])([F:24])[C:25]([OH:26])=[O:27]>>[NH:8]1[CH2:9][CH2:10][CH:11]([N:14]([CH:15]2[CH2:16][O:17][CH2:18][CH2:19]2)[CH3:20])[CH2:12][CH2:13]1.